From a dataset of the Open Reaction Database (ORD), a public repository of structured organic reaction records. describe an organic reaction: reactants, conditions, products, and yield The reactants are O=C(O)COc1ccccc1, NC1CCc2ccccc21. Reagents/catalysts: C1CCN(C1)[P+](N2CCCC2)(N3CCCC3)ON4C5=C(C=CC(=C5)Cl)N=N4.F[P-](F)(F)(F)(F)F (PyClocK), CCN(C(C)C)C(C)C (DIPEA). Run in CN(C)C=O (DMF), CN(C)C=O (DMF), CN(C)C=O (DMF), CN(C)C=O (DMF), CN(C)C=O (DMF), CN(C)C=O (DMF). Conditions: temperature 25 celsius, time 2 hour. Product: O=C(COc1ccccc1)NC1CCc2ccccc21. Isolated yield 5.9%. As a reaction SMILES: NC1CCc2ccccc21.O=C(O)COc1ccccc1.C1CCN(C1)[P+](N2CCCC2)(N3CCCC3)ON4C5=C(C=CC(=C5)Cl)N=N4.F[P-](F)(F)(F)(F)F.CCN(C(C)C)C(C)C.CN(C)C=O>>O=C(COc1ccccc1)NC1CCc2ccccc21. Procedure: 38 g. of 1,2,3,4,9,9-hexachloro-1,4-dihydro-1,4-methanonaphthalene-5,8-dione, prepared as in Example 3, were dissolved in 200 ml. of ethanol and 18 g. of freshly generated benzenesulfonyl chloride were added. This mixture was refluxed for 5 hours and a white precipitate formed. The white solid was filtered off while hot and was recrystallized from benzene yielding white crystals, m.p. 215°-216° C. The product is ClC12C(=C(C(C=3C(=C(C=C(C13)O)S(=O)(=O)C1=CC=CC=C1)O)(C2(Cl)Cl)Cl)Cl)Cl (1,2,3,4,9,9-hexachloro-1,4-dihydro-6-(phenylsulfonyl)-1,4-methanonaphthalene-5,8-diol). Reaction SMILES: [Cl:1][C:2]12[C:14]([Cl:16])([Cl:15])[C:5]([Cl:17])([C:6]3[C:7](=[O:13])[CH:8]=[CH:9][C:10](=[O:12])[C:11]=31)[C:4]([Cl:18])=[C:3]2[Cl:19].[C:20]1([S:26](Cl)(=[O:28])=[O:27])[CH:25]=[CH:24][CH:23]=[CH:22][CH:21]=1>C(O)C>[Cl:1][C:2]12[C:14]([Cl:15])([Cl:16])[C:5]([Cl:17])([C:6]3[C:7]([OH:13])=[C:8]([S:26]([C:20]4[CH:25]=[CH:24][CH:23]=[CH:22][CH:21]=4)(=[O:28])=[O:27])[CH:9]=[C:10]([OH:12])[C:11]=31)[C:4]([Cl:18])=[C:3]2[Cl:19]. Reactants: ClC12C(=C(C(C=3C(C=CC(C13)=O)=O)(C2(Cl)Cl)Cl)Cl)Cl (1,2,3,4,9,9-hexachloro-1,4-dihydro-1,4-methanonaphthalene-5,8-dione), C1(=CC=CC=C1)S(=O)(=O)Cl (benzenesulfonyl chloride). The solvent is C(C)O (ethanol). The reactants are C(C)(=O)OCC (ethyl acetate), FC=1C=C2C=C(NC2=CC1)C(=O)OCC (ethyl 5-fluoro-1H-indole-2-carboxylate), FC=1C=C(CCl)C=CC1 (3-fluorobenzyl chloride), C([O-])([O-])=O.[K+].[K+] (potassium carbonate). The solvent is CN(C=O)C (dimethylformamide). Conditions: temperature 60 celsius, time 24 hour. The product is FC=1C=C2C=C(N(C2=CC1)CC1=CC(=CC=C1)F)C(=O)OCC (Ethyl 5-fluoro-1-(3-fluorobenzyl)-1H-indole-2-carboxylate). Yield: 61.8%. As a reaction SMILES: [F:1][C:2]1[CH:3]=[C:4]2[C:8](=[CH:9][CH:10]=1)[NH:7][C:6]([C:11]([O:13][CH2:14][CH3:15])=[O:12])=[CH:5]2.[F:16][C:17]1[CH:18]=[C:19]([CH:22]=[CH:23][CH:24]=1)[CH2:20]Cl.C(=O)([O-])[O-].[K+].[K+].C(OCC)(=O)C>CN(C)C=O>[F:1][C:2]1[CH:3]=[C:4]2[C:8](=[CH:9][CH:10]=1)[N:7]([CH2:20][C:19]1[CH:22]=[CH:23][CH:24]=[C:17]([F:16])[CH:18]=1)[C:6]([C:11]([O:13][CH2:14][CH3:15])=[O:12])=[CH:5]2 |f:2.3.4|. Procedure details: A suspension of 0.207 g (1 mmol) of ethyl 5-fluoro-1H-indole-2-carboxylate, 0.173 g (1.2 mmol) of 3-fluorobenzyl chloride and 0.276 g (2 mmol) of potassium carbonate in 10 ml of dimethylformamide is stirred at 60° C. for 24 hours. The reaction mixture is subsequently cooled and is poured into a mixture of ice-cold water and of ethyl acetate. After settling, the organic phase is separated and then it is washed with two times 50 ml of water and then with 50 ml of a saturated sodium chloride soluti... Reactants: COc1ccc(N2CCC(CO)CC2)nn1, C1CCOC1, CCOC(=O)c1ccc(O)cc1. Product: CCOC(=O)c1ccc(OCC2CCN(c3ccc(OC)nn3)CC2)cc1. As a reaction SMILES: [CH3:1][O:2][c:3]1[cH:4][cH:5][c:6]([N:9]2[CH2:10][CH2:11][CH:12]([CH2:15][OH:16])[CH2:13][CH2:14]2)[n:7][n:8]1.[O:29]1[CH2:30][CH2:31][CH2:32][CH2:33]1.[OH:17][c:18]1[cH:19][cH:20][c:21]([C:22](=[O:23])[O:24][CH2:25][CH3:26])[cH:27][cH:28]1>>[CH3:1][O:2][c:3]1[cH:4][cH:5][c:6]([N:9]2[CH2:10][CH2:11][CH:12]([CH2:15][O:16][c:18]3[cH:19][cH:20][c:21]([C:22](=[O:23])[O:24][CH2:25][CH3:26])[cH:27][cH:28]3)[CH2:13][CH2:14]2)[n:7][n:8]1. Reactants: C1COCCN1, CCOC(C)=O, O=C(NCc1ccc(F)cc1)c1ccc(S(=O)(=O)n2nc(Cl)c3ccccc32)cc1. The product is O=C(NCc1ccc(F)cc1)c1ccc(S(=O)(=O)n2nc(N3CCOCC3)c3ccccc32)cc1. RXN SMILES: [CH2:31]1[CH2:32][O:33][CH2:34][CH2:35][NH:36]1.[CH3:37][CH2:38][O:39][C:40]([CH3:41])=[O:42].[Cl:1][c:2]1[n:3][n:4]([S:11](=[O:12])(=[O:13])[c:14]2[cH:15][cH:16][c:17]([C:18](=[O:19])[NH:20][CH2:21][c:22]3[cH:23][cH:24][c:25]([F:28])[cH:26][cH:27]3)[cH:29][cH:30]2)[c:5]2[cH:6][cH:7][cH:8][cH:9][c:10]12>>[c:2]1([N:36]2[CH2:31][CH2:32][O:33][CH2:34][CH2:35]2)[n:3][n:4]([S:11](=[O:12])(=[O:13])[c:14]2[cH:15][cH:16][c:17]([C:18](=[O:19])[NH:20][CH2:21][c:22]3[cH:23][cH:24][c:25]([F:28])[cH:26][cH:27]3)[cH:29][cH:30]2)[c:5]2[cH:6][cH:7][cH:8][cH:9][c:10]12. Starting materials: BrC1=C(OC2CCN(CC2)C2=NC=C(C=N2)C#C)C=C(C=C1)F (2-[4-(2-bromo-5-fluorophenoxy)piperidin-1-yl]-5-ethynylpyrimidine), [N-]=[N+]=[N-].[Na+] (sodium azide), O=C1C(O)=C([O-])[C@H](O1)[C@@H](O)CO.[Na+] (sodium ascorbate), BrC(C(=O)OCC)C (ethyl 2-bromopropionate). The reagents and catalysts are [Cu]I (copper(I) iodide). The solvent is O (water), O (water). Reaction conditions: time 8 hour. Product: BrC1=C(OC2CCN(CC2)C2=NC=C(C=N2)C=2N=NN(C2)C(C(=O)OCC)C)C=C(C=C1)F (Ethyl 2-(4-{2-[4-(2-bromo-5-fluorophenoxy)piperidin-1-yl]pyrimidin-5-yl}-1H-1,2,3-triazol-1-yl)propanate). Reaction SMILES: [Br:1][C:2]1[CH:22]=[CH:21][C:20]([F:23])=[CH:19][C:3]=1[O:4][CH:5]1[CH2:10][CH2:9][N:8]([C:11]2[N:16]=[CH:15][C:14]([C:17]#[CH:18])=[CH:13][N:12]=2)[CH2:7][CH2:6]1.[N-:24]=[N+:25]=[N-:26].[Na+].[O:28]=[C:29]1[O:35][C@H:34]([C@H:36](CO)O)[C:32]([O-])=[C:30]1O.[Na+].BrC(C)C(OCC)=O>[Cu]I.O>[Br:1][C:2]1[CH:22]=[CH:21][C:20]([F:23])=[CH:19][C:3]=1[O:4][CH:5]1[CH2:10][CH2:9][N:8]([C:11]2[N:12]=[CH:13][C:14]([C:17]3[N:24]=[N:25][N:26]([CH:30]([CH3:32])[C:29]([O:35][CH2:34][CH3:36])=[O:28])[CH:18]=3)=[CH:15][N:16]=2)[CH2:7][CH2:6]1 |f:1.2,3.4|. Reported procedure: The title compound was prepared in a similar manner as that described for Example 10, step 4. Into a 25-mL round-bottom flask equipped with a magnetic stirbar was added 2-[4-(2-bromo-5-fluorophenoxy)piperidin-1-yl]-5-ethynylpyrimidine (130 mg, 0.35 mmol), sodium azide (23 mg, 0.35 mmol) tert-butanol (1.5 mL), water (0.7 mL), copper(I) iodide (4 mg, 0.02 mmol) and sodium ascorbate (9 mg, 0.04 mmol). The resulting suspension was treated with dropwise addition of ethyl 2-bromopropionate (45 μL, 0.3... The reactants are CO, O=[N+]([O-])c1cc2c3c(c1)C(c1ccccc1)CCN3CCC2c1ccccc1. The product is Nc1cc2c3c(c1)C(c1ccccc1)CCN3CCC2c1ccccc1. RXN SMILES: [CH3:29][OH:30].[N+:1]([O-:2])(=[O:3])[c:4]1[cH:5][c:6]2[c:11]3[c:12]([cH:13]1)[CH:14]([c:17]1[cH:18][cH:19][cH:20][cH:21][cH:22]1)[CH2:15][CH2:16][N:10]3[CH2:9][CH2:8][CH:7]2[c:23]1[cH:24][cH:25][cH:26][cH:27][cH:28]1>>[NH2:1][c:4]1[cH:5][c:6]2[c:11]3[c:12]([cH:13]1)[CH:14]([c:17]1[cH:18][cH:19][cH:20][cH:21][cH:22]1)[CH2:15][CH2:16][N:10]3[CH2:9][CH2:8][CH:7]2[c:23]1[cH:24][cH:25][cH:26][cH:27][cH:28]1. Starting materials: ClC=1C(=C(N)C=CC1Cl)F (3.4-dichloro-2-fluoroaniline), CCOC(=S)[S-].[K+] (potassium ethylxanthogenate), Cl (HCl). Solvent: O (water), CN(C=O)C (N,N-dimethylformamide). Reaction conditions: temperature 95 celsius. Product: ClC1=C(C2=C(N=C(S2)S)C=C1)Cl (6,7-dichloro-benzothiazole-2-thiol). Yield: 91.5%. RXN SMILES: [Cl:1][C:2]1[C:3](F)=[C:4]([CH:6]=[CH:7][C:8]=1[Cl:9])[NH2:5].CCO[C:14]([S-:16])=[S:15].[K+].Cl>CN(C)C=O.O>[Cl:9][C:8]1[CH:7]=[CH:6][C:4]2[N:5]=[C:14]([SH:16])[S:15][C:3]=2[C:2]=1[Cl:1] |f:1.2|. Reported procedure: A mixture of 1.5 g (8.33 mmol) 3.4-dichloro-2-fluoroaniline and 1.64 g (10.00 mmol) potassium ethylxanthogenate in 8 mL dry N,N-dimethylformamide was heated in a 95° C. oil bath for 5 h. The reaction mixture was cooled to room temperature and diluted with water (25 mL). The mixture was acidified with aqueous HCl 2N. The precipitate was collected by filtration, washed with water and dried to provide 1.8 g (92%) of the title compound as a white solid. MS(m/e): 233.8 (M−H+). The reactants are carboplatin, [Pt+2] (platinum(II)). Yields the product C1CC(C1)(C(=O)O)C(=O)O.N.N.[Pt] (CBDCA). As a reaction SMILES: [CH2:1]1[CH2:4][C:3]2([C:10](=[O:11])[O:9][Pt:8]([NH3])([NH3:12])[O:7][C:5]2=[O:6])[CH2:2]1.[Pt+2]>>[CH2:1]1[CH2:4][C:3]([C:10]([OH:11])=[O:9])([C:5]([OH:7])=[O:6])[CH2:2]1.[NH3:12].[NH3:12].[Pt:8] |f:2.3.4.5|. Reported procedure: The acid or one or more salts are added to solutions of carboplatin or other malonato platinum(II) compounds in quantities sufficient to yield final CBDCA concentrations of about 0.25 to about 4 mg/ml at a pH of about 4 to about 8. Preferred quantities are about 1 to about 2 mg/ml.